describe an organic reaction: reactants, conditions, products, and yield From a dataset of the Open Reaction Database (ORD), a public repository of structured organic reaction records. Reactants: COC1=C(C=CC(=C1)OC)C(=O)N1CC2CNCC2C1 ((2,4-Dimethoxy-phenyl)-(hexahydro-pyrrolo[3,4-c]pyrrol-2-yl)-methanone), ClC=1SC2=C(N1)C=CC(=C2)F (2-chloro-6-fluoro-benzothiazole). The product is COC1=C(C=CC(=C1)OC)C(=O)N1CC2C(C1)CN(C2)C=2SC1=C(N2)C=CC(=C1)F (2-{5-[(2,4-Dimethoxyphenyl)carbonyl]hexahydropyrrolo[3,4-c]pyrrol-2(1H)-yl}-6-fluoro-1,3-benzothiazole). As a reaction SMILES: [CH3:1][O:2][C:3]1[CH:8]=[C:7]([O:9][CH3:10])[CH:6]=[CH:5][C:4]=1[C:11]([N:13]1[CH2:20][CH:19]2[CH:15]([CH2:16][NH:17][CH2:18]2)[CH2:14]1)=[O:12].Cl[C:22]1[S:23][C:24]2[CH:30]=[C:29]([F:31])[CH:28]=[CH:27][C:25]=2[N:26]=1>>[CH3:1][O:2][C:3]1[CH:8]=[C:7]([O:9][CH3:10])[CH:6]=[CH:5][C:4]=1[C:11]([N:13]1[CH2:20][CH:19]2[CH2:18][N:17]([C:22]3[S:23][C:24]4[CH:30]=[C:29]([F:31])[CH:28]=[CH:27][C:25]=4[N:26]=3)[CH2:16][CH:15]2[CH2:14]1)=[O:12]. Procedure: The title compound was prepared in a manner analogous to Example 15, utilizing Intermediate 38 and 2-chloro-6-fluoro-benzothiazole. MS (ESI) mass calcd. for C22H22FN3O3S, 427.5; m/z found, 428.2 [M+H]+. Reactants: ClC1=CC=C(C=C1)C(C(=O)O)C (2-(4-chlorophenyl)propanoic acid), NCCCN1CCC(CC1)C=1C=C(C=CC1C)NC(C(C)C)=O (N-{3-[1-(3-aminopropyl)-4-piperidinyl]-4-methylphenyl}-2-methylpropanamide). The product is ClC1=CC=C(C=C1)C(C(=O)NCCCN1CCC(CC1)C1=C(C=CC(=C1)NC(C(C)C)=O)C)C (2-(4-CHLOROPHENYL)-N-(3-{4-[5-(ISOBUTYRYLAMINO)-2-METHYLPHENYL]-1-PIPERIDINYL}PROPYL)PROPANAMIDE). RXN SMILES: [Cl:1][C:2]1[CH:7]=[CH:6][C:5]([CH:8]([CH3:12])[C:9]([OH:11])=O)=[CH:4][CH:3]=1.[NH2:13][CH2:14][CH2:15][CH2:16][N:17]1[CH2:22][CH2:21][CH:20]([C:23]2[CH:24]=[C:25]([NH:30][C:31](=[O:35])[CH:32]([CH3:34])[CH3:33])[CH:26]=[CH:27][C:28]=2[CH3:29])[CH2:19][CH2:18]1>>[Cl:1][C:2]1[CH:3]=[CH:4][C:5]([CH:8]([CH3:12])[C:9]([NH:13][CH2:14][CH2:15][CH2:16][N:17]2[CH2:22][CH2:21][CH:20]([C:23]3[CH:24]=[C:25]([NH:30][C:31](=[O:35])[CH:32]([CH3:34])[CH3:33])[CH:26]=[CH:27][C:28]=3[CH3:29])[CH2:19][CH2:18]2)=[O:11])=[CH:6][CH:7]=1. Procedure details: Example 100 was prepared from 2-(4-chlorophenyl)propanoic acid and N-{3-[1-(3-aminopropyl)-4-piperidinyl]-4-methylphenyl}-2-methylpropanamide according to the procedures described in Scheme 10: 1H NMR (400 MHz, CDCl3) δ 7.56 (d, 1H, J=2.0 Hz), 7.34–7.28 (m, 5H), 7.21 (dd, 1H, J=2.0. 8.0 Hz), 7.09 (d, 1H, J=8.0 Hz), 6.98 (brs, 1H), 3.55 (q, 1H, J=7.2 Hz), 3.34 (m, 2H), 3.02 (d, 1H, J=11.6 Hz), 2.93 (d, 1H, J=11.6 Hz), 2.68 (m, 1H), 2.51 (m, 1H), 2.39 (dt, 2H, J=6.8, 2.0 Hz), 2.29 (s, 3H), 2.04–1.... The reactants are C(#N)C=1C=C(C=CC1S(=O)(=O)CC)NC(CCCC1=CC=C(C=C1)B(O)O)=O (4-(4-(3-cyano-4-(ethylsulfonyl)phenylamino)-4-oxobutyl)phenylboronic acid), C(#N)C=1C=C(C=CC1)NC(OCCC1=C(C=C(C=C1)Br)C)=O (4-bromo-2-methylphenethyl 3-cyanophenylcarbamate), 5,5′,5′-tetramethyl-[2,2′]bi[[1,3,2]dioxaborinanyl]. Product: C(#N)C=1C=C(C=CC1)NC(=O)OCCC1=C(C=C(C=C1)B(O)O)C (4-(2-(3-cyanophenylcarbamoyloxy)ethyl)-3-methylphenylboronic acid). Isolated yield 64.0%. As a reaction SMILES: C(C1C=C(NC(=O)CCCC2C=CC([B:25]([OH:27])[OH:26])=CC=2)C=CC=1S(CC)(=O)=O)#N.[C:29]([C:31]1[CH:32]=[C:33]([NH:37][C:38](=[O:50])[O:39][CH2:40][CH2:41][C:42]2[CH:47]=[CH:46][C:45](Br)=[CH:44][C:43]=2[CH3:49])[CH:34]=[CH:35][CH:36]=1)#[N:30]>>[C:29]([C:31]1[CH:32]=[C:33]([NH:37][C:38]([O:39][CH2:40][CH2:41][C:42]2[CH:47]=[CH:46][C:45]([B:25]([OH:27])[OH:26])=[CH:44][C:43]=2[CH3:49])=[O:50])[CH:34]=[CH:35][CH:36]=1)#[N:30]. Procedure: Using a procedure analogous to that used to prepare 6D, 30C (730 mg, 2.0 mmol) was reacted with 5,5′,5′-tetramethyl-[2,2′]bi[[1,3,2]dioxaborinanyl] to give 30D (420 mg, 64%) as a brown oil. 1H NMR (400 MHz, MeOD) δ ppm 2.29 (s, 3 H) 2.94 (t, J=7.07 Hz, 2 H) 4.26 (t, J=7.07 Hz, 2 H) 7.11 (d, J=7.33 Hz, 1 H) 7.24 (d, J=7.58 Hz, 1 H) 7.33 (t, J=7.96 Hz, 1 H) 7.36-7.52 (m, 2 H) 7.56 (d, J=7.83 Hz, 1 H) 7.77 (s, 1 H). Reactants: C([O-])([O-])=O.[Na+].[Na+] (sodium carbonate), IC1=CN(C2=NC=C(C=C21)C=2C=C(CC1CCN(CC1)C(=O)OC(C)(C)C)C=CC2)S(=O)(=O)C2=CC=C(C)C=C2 (tert-butyl 4-(3-(3-iodo-1-tosyl-1H-pyrrolo[2,3-b]pyridin-5-yl)benzyl)piperidine-1-carboxylate), C(CC1=CC=CC=C1)N1N=CC(=C1)B1OC(C(O1)(C)C)(C)C (1-phenethyl-4-(4,4,5,5-tetramethyl-1,3,2-dioxaborolan-2-yl)-1H-pyrazole), IC1=CN(C2=NC=C(C=C21)C=2C=C(CC1CCN(CC1)C(=O)OC(C)(C)C)C=CC2)S(=O)(=O)C2=CC=C(C)C=C2 (tert-butyl 4-(3-(3-iodo-1-tosyl-1H-pyrrolo[2,3-b]pyridin-5-yl)benzyl)piperidine-1-carboxylate), C(CC1=CC=CC=C1)N1N=CC(=C1)B1OC(C(O1)(C)C)(C)C (1-phenethyl-4-(4,4,5,5-tetramethyl-1,3,2-dioxaborolan-2-yl)-1H-pyrazole). Reagents/catalysts: Cl[Pd]([P](C1=CC=CC=C1)(C2=CC=CC=C2)C3=CC=CC=C3)([P](C4=CC=CC=C4)(C5=CC=CC=C5)C6=CC=CC=C6)Cl (Pd(PPh3)2Cl2). Run in C1(=CC=CC=C1)C.C(C)O.O (toluene ethanol water). Product: C(CC1=CC=CC=C1)N1N=CC(=C1)C1=CN(C2=NC=C(C=C21)C=2C=C(CC1CCN(CC1)C(=O)OC(C)(C)C)C=CC2)S(=O)(=O)C2=CC=C(C)C=C2 (tert-butyl 4-(3-(3-(1-phenethyl-1H-pyrazol-4-yl)-1-tosyl-1H-pyrrolo[2,3-b]pyridin-5-yl)benzyl)piperidine-1-carboxylate). The yield is 84.9%. As a reaction SMILES: I[C:2]1[C:10]2[C:5](=[N:6][CH:7]=[C:8]([C:11]3[CH:12]=[C:13]([CH:28]=[CH:29][CH:30]=3)[CH2:14][CH:15]3[CH2:20][CH2:19][N:18]([C:21]([O:23][C:24]([CH3:27])([CH3:26])[CH3:25])=[O:22])[CH2:17][CH2:16]3)[CH:9]=2)[N:4]([S:31]([C:34]2[CH:40]=[CH:39][C:37]([CH3:38])=[CH:36][CH:35]=2)(=[O:33])=[O:32])[CH:3]=1.[CH2:41]([N:49]1[CH:53]=[C:52](B2OC(C)(C)C(C)(C)O2)[CH:51]=[N:50]1)[CH2:42][C:43]1[CH:48]=[CH:47][CH:46]=[CH:45][CH:44]=1.C(=O)([O-])[O-].[Na+].[Na+]>C1(C)C=CC=CC=1.C(O)C.O.Cl[Pd](Cl)([P](C1C=CC=CC=1)(C1C=CC=CC=1)C1C=CC=CC=1)[P](C1C=CC=CC=1)(C1C=CC=CC=1)C1C=CC=CC=1>[CH2:41]([N:49]1[CH:53]=[C:52]([C:2]2[C:10]3[C:5](=[N:6][CH:7]=[C:8]([C:11]4[CH:12]=[C:13]([CH:28]=[CH:29][CH:30]=4)[CH2:14][CH:15]4[CH2:16][CH2:17][N:18]([C:21]([O:23][C:24]([CH3:26])([CH3:25])[CH3:27])=[O:22])[CH2:19][CH2:20]4)[CH:9]=3)[N:4]([S:31]([C:34]3[CH:40]=[CH:39][C:37]([CH3:38])=[CH:36][CH:35]=3)(=[O:33])=[O:32])[CH:3]=2)[CH:51]=[N:50]1)[CH2:42][C:43]1[CH:44]=[CH:45][CH:46]=[CH:47][CH:48]=1 |f:2.3.4,5.6.7,^1:82,101|. Reported procedure: Using similar reaction conditions as described in step-i of example-1, tert-butyl 4-(3-(3-iodo-1-tosyl-1H-pyrrolo[2,3-b]pyridin-5-yl)benzyl)piperidine-1-carboxylate (intermediate 66G) (100 mg, 0.148 mmol) was coupled with 1-phenethyl-4-(4,4,5,5-tetramethyl-1,3,2-dioxaborolan-2-yl)-1H-pyrazole (intermediate 59) (67 mg, 0.223 mmol) using Pd(PPh3)2Cl2 (6 mg, 0.007 mmol) and sodium carbonate (40 mg, 0.372 mmol) in toluene/ethanol/water (5/2/1 ml) to afford 90 mg (84.1% yield) of the titled compound ... Reactants: N1(CCCC1)C=1C=CC(=NC1)OC=1C=C(C=C2CCN(CC2)C(=O)OC(C)(C)C)C=CC1 (tert-butyl 4-(3-(5-(pyrrolidin-1-yl)pyridin-2-yloxy)benzylidene)piperidine-1-carboxylate), C(=O)(C(F)(F)F)O (TFA). Run in C(Cl)Cl (CH2Cl2). Conditions: time 1 hour. Product: N1CCC(CC1)=CC=1C=C(OC2=NC=C(C=C2)N2CCCC2)C=CC1 (2-(3-(Piperidin-4-ylidenemethyl)phenoxy)-5-(pyrrolidin-1-yl)pyridine). Isolated yield 86.8%. Reaction SMILES: [N:1]1([C:6]2[CH:7]=[CH:8][C:9]([O:12][C:13]3[CH:14]=[C:15]([CH:30]=[CH:31][CH:32]=3)[CH:16]=[C:17]3[CH2:22][CH2:21][N:20](C(OC(C)(C)C)=O)[CH2:19][CH2:18]3)=[N:10][CH:11]=2)[CH2:5][CH2:4][CH2:3][CH2:2]1.C(O)(C(F)(F)F)=O>C(Cl)Cl>[NH:20]1[CH2:21][CH2:22][C:17](=[CH:16][C:15]2[CH:14]=[C:13]([CH:32]=[CH:31][CH:30]=2)[O:12][C:9]2[CH:8]=[CH:7][C:6]([N:1]3[CH2:2][CH2:3][CH2:4][CH2:5]3)=[CH:11][N:10]=2)[CH2:18][CH2:19]1. Procedure: To a solution of tert-butyl 4-(3-(5-(pyrrolidin-1-yl)pyridin-2-yloxy)benzylidene)piperidine-1-carboxylate (0.335 g, 0.769 mmol) in CH2Cl2 (5 mL) cooled to 0° C. under a N2 atmosphere was added TFA (0.88 mL, 11.49 mmol). The resulting mixture was stirred for 1 h at RT. The solution was concentrated and then quenched with saturated NaHCO3 solution. The mixture was extracted with CH2Cl2. The organic layer was dried over Na2SO4 and concentrated under reduced pressure to give the title compound (0.22... The reactants are C(C)(=O)[O-].[NH4+] (ammonium acetate), ClC1=CC2=C(C(C3=C(C(N2)=O)NN=C3C(=O)O)=O)C=C1 (7-Chloro-3-(carboxy)pyrazolo[3,4-c][1]benzazepine-4,10-(1H,9H)-dione), ClC1=CC2=C(C(C3=C(C(N2)=O)NN=C3C(=O)O)=O)C=C1 (7-Chloro-3-(carboxy)pyrazolo[3,4-c][1]benzazepine-4,10-(1H,9H)-dione), C(=O)(N1C=NC=C1)N1C=NC=C1 (1,1′-carbonyldiimidazole). Run in CN(C=O)C (N,N-dimethylformamide), CN(C=O)C (N,N-dimethylformamide). Reaction conditions: time 3.75 hour. Yields the product ClC1=CC2=C(C(C3=C(C(N2)=O)NN=C3C(=O)N)=O)C=C1 (7-Chloro-3-(aminocarbonyl)pyrazolo[3,4-c][1]benzazepine-4,10(1H,9H)-dione). The yield is 96.7%. As a reaction SMILES: [Cl:1][C:2]1[CH:20]=[CH:19][C:5]2[C:6](=[O:18])[C:7]3[C:14]([C:15](O)=[O:16])=[N:13][NH:12][C:8]=3[C:9](=[O:11])[NH:10][C:4]=2[CH:3]=1.C(N1C=CN=C1)([N:23]1C=CN=C1)=O.C([O-])(=O)C.[NH4+]>CN(C)C=O>[Cl:1][C:2]1[CH:20]=[CH:19][C:5]2[C:6](=[O:18])[C:7]3[C:14]([C:15]([NH2:23])=[O:16])=[N:13][NH:12][C:8]=3[C:9](=[O:11])[NH:10][C:4]=2[CH:3]=1 |f:2.3|. Procedure: A solution of 7-chloro-3-(carboxy)pyrazolo[3,4-c][1]-benzazepine-4,10-(1H,9H)-dione (1 g, 3.44 mmol) (compound of Example 9) and 1,1′-carbonyldiimidazole (0.64 mg, 3.95 mmol) in N,N-dimethylformamide (25 mL) was stirred for 64.5 hours. In one portion, ammonium acetate (0.796 mg, 10.33 mmol) was added, followed by additional N,N-dimethylformamide (15 mL). The solution was stirred for 3.75 hours at room temperature and concentrated in vacuo for 45 minutes. The residue was washed with water (63×20 ... Starting materials: C(O)([O-])=O.[Na+] (sodium hydrogencarbonate), Cl (hydrochloric acid), COC=1C=CC2=C(SC(=C2C(=O)C2=CC=C(C=C2)OCCN(C)C)C2CCCC2)C1 ((6-methoxy-2-cyclopentylbenzo[b]thien-3-yl)[4-[2-(dimethylamino)ethoxy]phenyl]methanone), [Cl-].[Al+3].[Cl-].[Cl-] (aluminum chloride), C(C)S (ethanethiol). Solvent: C(Cl)(Cl)Cl (chloroform), O (water), C1CCOC1 (THF), ClCCl (dichloromethane), CO (methanol). Conditions: time 2 hour. The product is OC=1C=CC2=C(SC(=C2C(=O)C2=CC=C(C=C2)OCCN(C)C)C2CCCC2)C1 ((6-hydroxy-2-cyclopentylbenzo[b]thien-3-yl)[4-[2-(dimethylamino)ethoxy]phenyl]methanone). Isolated yield 62.1%. Reaction SMILES: C[O:2][C:3]1[CH:4]=[CH:5][C:6]2[C:10]([C:11]([C:13]3[CH:18]=[CH:17][C:16]([O:19][CH2:20][CH2:21][N:22]([CH3:24])[CH3:23])=[CH:15][CH:14]=3)=[O:12])=[C:9]([CH:25]3[CH2:29][CH2:28][CH2:27][CH2:26]3)[S:8][C:7]=2[CH:30]=1.[Cl-].[Al+3].[Cl-].[Cl-].C(S)C.Cl.C(=O)([O-])O.[Na+]>ClCCl.CO.C(Cl)(Cl)Cl.O.C1COCC1>[OH:2][C:3]1[CH:4]=[CH:5][C:6]2[C:10]([C:11]([C:13]3[CH:14]=[CH:15][C:16]([O:19][CH2:20][CH2:21][N:22]([CH3:24])[CH3:23])=[CH:17][CH:18]=3)=[O:12])=[C:9]([CH:25]3[CH2:29][CH2:28][CH2:27][CH2:26]3)[S:8][C:7]=2[CH:30]=1 |f:1.2.3.4,7.8|. Procedure: 35 mg of (6-methoxy-2-cyclopentylbenzo[b]thien-3-yl)[4-[2-(dimethylamino)ethoxy]phenyl]methanone is dissolved in 5 mL of dichloromethane, 65 mg of aluminum chloride and 0.03 mL of ethanethiol are added, and this mixture is agitated for two hours at room temperature. 0.3 mL of THF, 0.075 mL of 20% hydrochloric acid, and 0.3 mL of water are added to the reaction mixture, after which a saturated aqueous solution of sodium hydrogencarbonate is added to render the solution alkaline, and the organic l... Starting materials: C(C1=CC=CC=C1)OC=1C(=C(C=CC1)[N+](=O)[O-])[N+](=O)[O-] (3-benzyloxy-1,2-dinitrobenzene), [H][H] (hydrogen). Reaction SMILES: [CH2:1]([O:8][C:9]1[C:10]([N+:18]([O-])=O)=[C:11]([N+:15]([O-])=O)[CH:12]=[CH:13][CH:14]=1)[C:2]1[CH:7]=[CH:6][CH:5]=[CH:4][CH:3]=1.[H][H]>C(O)C.[Ni]>[CH2:1]([O:8][C:9]1[C:10]([NH2:18])=[C:11]([NH2:15])[CH:12]=[CH:13][CH:14]=1)[C:2]1[CH:3]=[CH:4][CH:5]=[CH:6][CH:7]=1 |f:2.3|. The solvent is C(C)O.[Ni] (ethanol Raney-nickel). Yields the product C(C1=CC=CC=C1)OC=1C(=C(C=CC1)N)N (3-benzyloxy-1,2-diaminobenzene). The yield is 102.3%. Procedure details: To a solution of 3-benzyloxy-1,2-dinitrobenzene (2 g, 0.0073 mol) in 300 ml ethanol Raney-nickel (1 g) was added and the mixture was hydrogenated at room temperature and atmospheric pressure until the uptake of hydrogen ceased (30 min). The colourless solution was filtered (celite) and evaporated to dryness in vacuo to give the title compound as an unstable oil (1.6 g) which was used immediately for the next step.